Dataset: the Open Reaction Database (ORD), a public repository of structured organic reaction records. Task: describe an organic reaction: reactants, conditions, products, and yield Reactants: CCN=C=NCCCN(C)C, ClCCl, Cl, NCCNc1nc(Cl)nc2c1ncn2C1CCCC1, O, O, On1nnc2ccccc21, O=C(O)c1cccc(Cl)c1. The product is O=C(NCCNc1nc(Cl)nc2c1ncn2C1CCCC1)c1cccc(Cl)c1. RXN SMILES: [CH3:23][N:24]([CH3:25])[CH2:26][CH2:27][CH2:28][N:29]=[C:30]=[N:31][CH2:32][CH3:33].[Cl:53][CH2:54][Cl:55].[ClH:22].[NH2:34][CH2:35][CH2:36][NH:37][c:38]1[c:39]2[n:40][cH:41][n:42]([CH:48]3[CH2:49][CH2:50][CH2:51][CH2:52]3)[c:43]2[n:44][c:45]([Cl:47])[n:46]1.[OH2:11].[OH2:56].[OH:12][n:13]1[c:14]2[cH:15][cH:16][cH:17][cH:18][c:19]2[n:20][n:21]1.[OH:1][C:2](=[O:3])[c:4]1[cH:5][cH:6][cH:7][c:8]([Cl:9])[cH:10]1>>[C:2](=[O:3])([c:4]1[cH:5][cH:6][cH:7][c:8]([Cl:9])[cH:10]1)[NH:34][CH2:35][CH2:36][NH:37][c:38]1[c:39]2[n:40][cH:41][n:42]([CH:48]3[CH2:49][CH2:50][CH2:51][CH2:52]3)[c:43]2[n:44][c:45]([Cl:47])[n:46]1. The reactants are CCBr, Cl, CCOC(=O)c1ccc(OC(F)F)c2oc3c(=O)[nH]ncc3c12, [H-], [Na+], O. Yields the product CCOC(=O)c1ccc(OC(F)F)c2oc3c(=O)n(CC)ncc3c12. Reaction SMILES: [CH2:26]([CH3:27])[Br:28].[ClH:29].[F:1][CH:2]([O:3][c:4]1[cH:5][cH:6][c:7]([C:18](=[O:19])[O:20][CH2:21][CH3:22])[c:8]2[c:9]1[o:10][c:11]1[c:12](=[O:17])[nH:13][n:14][cH:15][c:16]21)[F:23].[H-:24].[Na+:25].[OH2:30]>>[F:1][CH:2]([O:3][c:4]1[cH:5][cH:6][c:7]([C:18](=[O:19])[O:20][CH2:21][CH3:22])[c:8]2[c:9]1[o:10][c:11]1[c:12](=[O:17])[n:13]([CH2:26][CH3:27])[n:14][cH:15][c:16]21)[F:23]. The reactants are O.[OH-].[Li+] (lithium hydroxide monohydrate), CC(C(C(=O)NC1=C2CC(CC2=CC=C1)C(=O)OC)C1=CC=C(C=C1)CN1N=C(OCC1=O)C1=CC=CC=C1)C (methyl 4-[(3-methyl-2-{4-[(5-oxo-2-phenyl-5,6-dihydro-4H-1,3,4-oxadiazin-4-yl)methyl]phenyl}butanoyl)amino]-2,3-dihydro-1H-indene-2-carboxylate), Cl (hydrochloric acid). Solvent: C1CCOC1 (THF), O (water). Conditions: temperature 60 celsius, time 12 hour. The product is CC(C(C(=O)NC1=C2CC(CC2=CC=C1)C(=O)O)C1=CC=C(C=C1)CN1N=C(OCC1=O)C1=CC=CC=C1)C (4-[(3-Methyl-2-{4-[(5-oxo-2-phenyl-5,6-dihydro-4H-1,3,4-oxadiazin-4-yl)methyl]phenyl}-butanoyl)amino]-2,3-dihydro-1H-indene-2-carboxylic acid). RXN SMILES: O.[OH-].[Li+].[CH3:4][CH:5]([CH3:43])[CH:6]([C:23]1[CH:28]=[CH:27][C:26]([CH2:29][N:30]2[C:35](=[O:36])[CH2:34][O:33][C:32]([C:37]3[CH:42]=[CH:41][CH:40]=[CH:39][CH:38]=3)=[N:31]2)=[CH:25][CH:24]=1)[C:7]([NH:9][C:10]1[CH:18]=[CH:17][CH:16]=[C:15]2[C:11]=1[CH2:12][CH:13]([C:19]([O:21]C)=[O:20])[CH2:14]2)=[O:8].Cl>C1COCC1.O>[CH3:4][CH:5]([CH3:43])[CH:6]([C:23]1[CH:28]=[CH:27][C:26]([CH2:29][N:30]2[C:35](=[O:36])[CH2:34][O:33][C:32]([C:37]3[CH:38]=[CH:39][CH:40]=[CH:41][CH:42]=3)=[N:31]2)=[CH:25][CH:24]=1)[C:7]([NH:9][C:10]1[CH:18]=[CH:17][CH:16]=[C:15]2[C:11]=1[CH2:12][CH:13]([C:19]([OH:21])=[O:20])[CH2:14]2)=[O:8] |f:0.1.2|. Procedure details: 26 mg (0.63 mmol) of lithium hydroxide monohydrate were added to a solution of 170 mg (0.32 mmol) of methyl 4-[(3-methyl-2-{4-[(5-oxo-2-phenyl-5,6-dihydro-4H-1,3,4-oxadiazin-4-yl)methyl]phenyl}butanoyl)amino]-2,3-dihydro-1H-indene-2-carboxylate (Example 134A) in 11 ml of THF and 11 ml of water, and the mixture was stirred at 60° C. for 12 h. The reaction mixture was then adjusted to pH 2 with 1 M hydrochloric acid and extracted twice with ethyl acetate. The combined organic phases were dried ove...